From a dataset of the Open Reaction Database (ORD), a public repository of structured organic reaction records. describe an organic reaction: reactants, conditions, products, and yield Reported procedure: 4-(4-Carboxy-5,6,7,8-tetrahydro-naphthalene-1-sulfonylamino)-piperidine-1-carboxylic acid tert-butyl ester (76 mg, 0.17 mmol) was dissolved in dichloromethane (2 mL). 1-[3-(Dimethylamino)propyl]-3-ethylcarbodiimide hydrochloride (32 mg, 0.17 mmol) was added followed by cyclohexylamine (21 mg, 24 ml, 0.21 mmol). The reaction was stirred overnight at room temperature. The reaction was diluted with dichloromethane (15 ml0 and charged to a separatory funnel. The organic layer was washed twice with w... The product is C(C)(C)(C)OC(=O)N1CCC(CC1)NS(=O)(=O)C1=CC=C(C=2CCCCC12)C(NCCCN(C)C)=O (4-[4-(3-dimethylamino-propylcarbamoyl)-5,6,7,8-tetrahydro-naphthalene-1-sulfonylamino]-piperidine-1-carboxylic acid tert-butyl ester). Reaction SMILES: [C:1]([O:5][C:6]([N:8]1[CH2:13][CH2:12][CH:11]([NH:14][S:15]([C:18]2[C:27]3[CH2:26][CH2:25][CH2:24][CH2:23][C:22]=3[C:21]([C:28](O)=[O:29])=[CH:20][CH:19]=2)(=[O:17])=[O:16])[CH2:10][CH2:9]1)=[O:7])([CH3:4])([CH3:3])[CH3:2].Cl.[CH3:32][N:33]([CH3:42])[CH2:34][CH2:35][CH2:36][N:37]=C=NCC.C1(N)CCCCC1.CO>ClCCl>[C:1]([O:5][C:6]([N:8]1[CH2:13][CH2:12][CH:11]([NH:14][S:15]([C:18]2[C:27]3[CH2:26][CH2:25][CH2:24][CH2:23][C:22]=3[C:21]([C:28](=[O:29])[NH:37][CH2:36][CH2:35][CH2:34][N:33]([CH3:42])[CH3:32])=[CH:20][CH:19]=2)(=[O:17])=[O:16])[CH2:10][CH2:9]1)=[O:7])([CH3:4])([CH3:3])[CH3:2] |f:1.2|. Starting materials: Cl.CN(CCCN=C=NCC)C (1-[3-(Dimethylamino)propyl]-3-ethylcarbodiimide hydrochloride), CO (methanol), C(C)(C)(C)OC(=O)N1CCC(CC1)NS(=O)(=O)C1=CC=C(C=2CCCCC12)C(=O)O (4-(4-Carboxy-5,6,7,8-tetrahydro-naphthalene-1-sulfonylamino)-piperidine-1-carboxylic acid tert-butyl ester), C1(CCCCC1)N (cyclohexylamine). Reaction conditions: time 8 hour. Solvent: ClCCl (dichloromethane), ClCCl (dichloromethane), ClCCl (dichloromethane). Starting materials: CS(=O)(=O)Cl (Methanesulphonyl chloride), NC1=C(C=CC=C1)SCC1=NOC=N1 (3-(2-aminophenylthiomethyl)-1,2,4-oxadiazole), O (water). Solvent: N1=CC=CC=C1 (pyridine). The product is CS(=O)(=O)NC1=C(C=CC=C1)SCC1=NOC=N1 (3-(2-methylsulphonamidophenylthiomethyl)-1,2,4-oxadiazole). RXN SMILES: [CH3:1][S:2](Cl)(=[O:4])=[O:3].[NH2:6][C:7]1[CH:12]=[CH:11][CH:10]=[CH:9][C:8]=1[S:13][CH2:14][C:15]1[N:19]=[CH:18][O:17][N:16]=1.O>N1C=CC=CC=1>[CH3:1][S:2]([NH:6][C:7]1[CH:12]=[CH:11][CH:10]=[CH:9][C:8]=1[S:13][CH2:14][C:15]1[N:19]=[CH:18][O:17][N:16]=1)(=[O:4])=[O:3]. Procedure details: Methanesulphonyl chloride (1.39 g) was added dropwise to a cooled solution of 3-(2-aminophenylthiomethyl)-1,2,4-oxadiazole (3.1 g) in pyridine (12 ml). The reaction mixture was then poured into water (75 ml) the so formed solid removed by filtration and crystallised from ethanol to give 3-(2-methylsulphonamidophenylthiomethyl)-1,2,4-oxadiazole, m.p. 106°. Starting materials: O=C1CCCC(c2ccc(Cl)cc2)O1, Nc1ccccc1, Cc1ccc(S(=O)(=O)O)cc1, Cc1ccccc1C. RXN SMILES: [Cl:1][c:2]1[cH:3][cH:4][c:5]([CH:8]2[CH2:9][CH2:10][CH2:11][C:12](=[O:13])[O:14]2)[cH:6][cH:7]1.[NH2:15][c:16]1[cH:17][cH:18][cH:19][cH:20][cH:21]1.[c:22]1([CH3:23])[cH:24][cH:25][c:26]([S:27]([OH:28])(=[O:29])=[O:30])[cH:31][cH:32]1.[c:33]1([CH3:34])[c:35]([CH3:36])[cH:37][cH:38][cH:39][cH:40]1>>[Cl:1][c:2]1[cH:3][cH:4][c:5]([CH:8]2[CH2:9][CH2:10][CH2:11][C:12](=[O:14])[N:15]2[c:16]2[cH:17][cH:18][cH:19][cH:20][cH:21]2)[cH:6][cH:7]1. Yields the product O=C1CCCC(c2ccc(Cl)cc2)N1c1ccccc1. The reactants are CCO, NN, O, O=C1c2ccccc2C(=O)N1CCSc1ncccn1. The product is NCCSc1ncccn1. RXN SMILES: [CH3:24][CH2:25][OH:26].[NH2:22][NH2:23].[OH2:21].[n:1]1[c:2]([S:7][CH2:8][CH2:9][N:10]2[C:11](=[O:12])[c:13]3[cH:14][cH:15][cH:16][cH:17][c:18]3[C:19]2=[O:20])[n:3][cH:4][cH:5][cH:6]1>>[n:1]1[c:2]([S:7][CH2:8][CH2:9][NH2:10])[n:3][cH:4][cH:5][cH:6]1. Reactants: C[Mg]Br (methyl magnesium bromide), COC=1C=C2CCC(C(C2=CC1)=O)=CC(=O)OC (6-methoxy-2-(methoxycarbonyl-methylene)-1-tetralone), Cl (HCl). Run in C(C)OCC (diethyl ether). Conditions: temperature 180 celsius, time 1 hour. The product is CC1=C(C=CC2=CC(=CC=C12)OC)CC(=O)OC (methyl 1-methyl-6-methoxy-2-naphthylacetate). RXN SMILES: [CH3:1][Mg]Br.[CH3:4][O:5][C:6]1[CH:7]=[C:8]2[C:13](=[CH:14][CH:15]=1)[C:12](=O)[C:11](=[CH:17][C:18]([O:20][CH3:21])=[O:19])[CH2:10][CH2:9]2.Cl>C(OCC)C>[CH3:1][C:12]1[C:13]2[C:8](=[CH:7][C:6]([O:5][CH3:4])=[CH:15][CH:14]=2)[CH:9]=[CH:10][C:11]=1[CH2:17][C:18]([O:20][CH3:21])=[O:19]. Procedure details: To a mixture of 12 g. of methyl magnesium bromide and 200 ml. of diethyl ether, 25 g. of 6-methoxy-2-(methoxycarbonyl-methylene)-1-tetralone are added. The alkylating mixture is refluxed for one hour after it has been allowed to stand for one hour; the mixture is made acidic to litmus by the addition of 1N methanolic HCl, filtered, and evaporated. The residue, containing methyl 1-methyl-6-methoxy-3,4-dihydro-2-naphthylacetate, is added to 1 g. of 10% palladium-on-charcoal and the resulting mixtu...